Dataset: the Open Reaction Database (ORD), a public repository of structured organic reaction records. Task: describe an organic reaction: reactants, conditions, products, and yield The reactants are O=C([O-])[O-], CCOC(=O)c1sc(-n2cn[nH]c2=O)nc1C, CC(C)=O, FC(F)(F)c1ccc(CBr)cc1, [K+], [K+]. Product: CCOC(=O)c1sc(-n2cnn(Cc3ccc(C(F)(F)F)cc3)c2=O)nc1C. RXN SMILES: [C:18](=[O:19])([O-:20])[O-:21].[CH3:1][c:2]1[n:3][c:4](-[n:12]2[cH:13][n:14][nH:15][c:16]2=[O:17])[s:5][c:6]1[C:7](=[O:8])[O:9][CH2:10][CH3:11].[CH3:36][C:37](=[O:38])[CH3:39].[F:24][C:25]([c:26]1[cH:27][cH:28][c:29]([CH2:30][Br:31])[cH:32][cH:33]1)([F:34])[F:35].[K+:22].[K+:23]>>[CH3:1][c:2]1[n:3][c:4](-[n:12]2[cH:13][n:14][n:15]([CH2:30][c:29]3[cH:28][cH:27][c:26]([C:25]([F:24])([F:34])[F:35])[cH:33][cH:32]3)[c:16]2=[O:17])[s:5][c:6]1[C:7](=[O:8])[O:9][CH2:10][CH3:11]. Starting materials: BrCCCC(=O)Cl (4-bromobutanoyl chloride), N1=CC=CC=C1 (pyridine), ClC=1C=CC=2N(N1)C(=CN2)N (6-chloroimidazo[1,2-b]pyridazin-3-amine). The solvent is CCOC(=O)C (EtOAc), C1CCOC1 (THF). Run at time 1 hour. Product: BrCCCC(=O)NC1=CN=C2N1N=C(C=C2)Cl (4-bromo-N-(6-chloroimidazo[1,2-b]pyridazin-3-yl)butanamide). The yield is 74.0%. RXN SMILES: [Cl:1][C:2]1[CH:3]=[CH:4][C:5]2[N:6]([C:8]([NH2:11])=[CH:9][N:10]=2)[N:7]=1.[Br:12][CH2:13][CH2:14][CH2:15][C:16](Cl)=[O:17].N1C=CC=CC=1>C1COCC1.CCOC(C)=O>[Br:12][CH2:13][CH2:14][CH2:15][C:16]([NH:11][C:8]1[N:6]2[N:7]=[C:2]([Cl:1])[CH:3]=[CH:4][C:5]2=[N:10][CH:9]=1)=[O:17]. Procedure details: To 1.0 g (5.930 mmol) of 6-chloroimidazo[1,2-b]pyridazin-3-amine dissolved in 15 mL of THF was added 4-bromobutanoyl chloride (1.21 g, 6.52 mmol) and pyridine (0.96 mL, 11.86 mmol). This mixture was stirred for 1 hr at rt, and then diluted with 30 mL EtOAc and quenched with aq. NaHCO3. The organic layer was separated and washed with brine, dried over MgSO4, and concentrated. The solid obtained (1.39 g, 74% yield) was pure enough to be used for the next step without further purification.